Task: describe an organic reaction: reactants, conditions, products, and yield. Dataset: the Open Reaction Database (ORD), a public repository of structured organic reaction records The reactants are Cl.N[C@H]1[C@@H](CC2=CC=CC=C2C1)O (trans-3-amino-1,2,3,4-tetrahydro-2-naphthalenol, hydrochloride), C(C1=CC=CC=C1)(=O)Cl (benzoyl chloride). The solvent is O (water), C1=CC=CC=C1 (benzene). Run at time 2 hour. Yields the product C(C1=CC=CC=C1)(=O)N[C@H]1[C@@H](CC2=CC=CC=C2C1)O (trans-3-benzamido-1,2,3,4-tetrahydro-2-naphthalenol). Reaction SMILES: Cl.[NH2:2][C@@H:3]1[CH2:12][C:11]2[C:6](=[CH:7][CH:8]=[CH:9][CH:10]=2)[CH2:5][C@H:4]1[OH:13].[C:14](Cl)(=[O:21])[C:15]1[CH:20]=[CH:19][CH:18]=[CH:17][CH:16]=1>O.C1C=CC=CC=1>[C:14]([NH:2][C@@H:3]1[CH2:12][C:11]2[C:6](=[CH:7][CH:8]=[CH:9][CH:10]=2)[CH2:5][C@H:4]1[OH:13])(=[O:21])[C:15]1[CH:20]=[CH:19][CH:18]=[CH:17][CH:16]=1 |f:0.1|. Reported procedure: To a well stirred solution of 3.62 g of trans-3-amino-1,2,3,4-tetrahydro-2-naphthalenol, hydrochloride (1:1) in 30 ml of water at 0-5° C is added 2.1 ml of benzoyl chloride in 10 ml of benzene. To this stirred two-phase mixture is added, over 30 minutes at 0°-5° C, a solution of 1.45 g of sodium hydroxide in 30 ml of water--precipitation of a pink solid begins immediately. After stirring the mixture for an additional 2 hours at 0°-5° C, the solid is filtered, washed with ether, and dried in vacu... Starting materials: [BH3-]C#N.[Na+] (NaCNBH3), C(C)N(CCCNC1=NC2=CC=CC=C2C(=N1)NC1CCNCC1)CC (N2-(3-(diethylamino)propyl)-N4-(piperidin-4-yl)quinazoline-2,4-diamine), CN(CCCNC1=NC2=CC=CC=C2C(=N1)NC1CCNCC1)C (N2-(3-(Dimethylamino)propyl)-N4-(piperidin-4-yl)quinazoline-2,4-diamine), N1(C=NC=C1)C1=C(C=O)C=CC=C1 (2-(1H-imidazol-1-yl)benzaldehyde). The reagents and catalysts are [Cl-].[Cl-].[Zn+2] (ZnCl2). The solvent is CO (MeOH). Conditions: time 8 hour. The product is N1(C=NC=C1)C1=C(CN2CCC(CC2)NC2=NC(=NC3=CC=CC=C23)NCCCN(CC)CC)C=CC=C1 (N4-(1-(2-(1H-Imidazol-1-yl)benzyl)piperidin-4-yl)-N2-(3-(diethylamino)propyl)quinazoline-2,4-diamine). Reaction SMILES: [CH2:1]([N:3]([CH2:25][CH3:26])[CH2:4][CH2:5][CH2:6][NH:7][C:8]1[N:17]=[C:16]([NH:18][CH:19]2[CH2:24][CH2:23][NH:22][CH2:21][CH2:20]2)[C:15]2[C:10](=[CH:11][CH:12]=[CH:13][CH:14]=2)[N:9]=1)[CH3:2].CN(C)C[CH2:30][CH2:31][NH:32][C:33]1N=[C:41](NC2CCNCC2)[C:40]2[C:35](=[CH:36][CH:37]=[CH:38][CH:39]=2)[N:34]=1.N1(C2C=CC=CC=2C=O)C=CN=C1.[BH3-]C#N.[Na+]>CO.[Cl-].[Cl-].[Zn+2]>[N:34]1([C:35]2[CH:36]=[CH:37][CH:38]=[CH:39][C:40]=2[CH2:41][N:22]2[CH2:23][CH2:24][CH:19]([NH:18][C:16]3[C:15]4[C:10](=[CH:11][CH:12]=[CH:13][CH:14]=4)[N:9]=[C:8]([NH:7][CH2:6][CH2:5][CH2:4][N:3]([CH2:1][CH3:2])[CH2:25][CH3:26])[N:17]=3)[CH2:20][CH2:21]2)[CH:30]=[CH:31][N:32]=[CH:33]1 |f:3.4,6.7.8|. Procedure details: To a solution of 57 mg (0.160 mmol) N2-(3-(diethylamino)propyl)-N4-(piperidin-4-yl)quinazoline-2,4-diamine (prepared analogously to Compound 129) and 2-(1H-imidazol-1-yl)benzaldehyde (28 mg, 0.160 mmol) in MeOH (1 ml) was added NaCNBH3 (10 mg, 0.160 mmol) and ZnCl2 (11 mg, 0.08 mmol), The solution was stirred at room temperature overnight. Solvent was removed under reduced pressure. The crude product was purified by silica gel chromatography using 5% NH3 ca. 7 N MeOH in CH2Cl2 and 90% CH2Cl2 sol... Reactants: BrC1=C(C(=NC(=C1)C)OC1=C(C=C(C=C1C)C)C)C (4-bromo-3,6-dimethyl-2-(2,4,6-trimethyl-phenoxy)-pyridine), [Li]CCCC (nBuLi), C(CC)=O (propionaldehyde). Run in C1CCOC1 (THF). Reaction conditions: time 20 minute. The product is CC=1C(=NC(=CC1C(CC)O)C)OC1=C(C=C(C=C1C)C)C (1-[3,6-Dimethyl-2-(2,4,6-trimethyl-phenoxy)-pyridin-4-yl]-propan-1-ol). RXN SMILES: Br[C:2]1[CH:7]=[C:6]([CH3:8])[N:5]=[C:4]([O:9][C:10]2[C:15]([CH3:16])=[CH:14][C:13]([CH3:17])=[CH:12][C:11]=2[CH3:18])[C:3]=1[CH3:19].[Li]CCCC.[CH:25](=[O:28])[CH2:26][CH3:27]>C1COCC1>[CH3:19][C:3]1[C:4]([O:9][C:10]2[C:15]([CH3:16])=[CH:14][C:13]([CH3:17])=[CH:12][C:11]=2[CH3:18])=[N:5][C:6]([CH3:8])=[CH:7][C:2]=1[CH:25]([OH:28])[CH2:26][CH3:27]. Procedure details: To a −78° C. solution of 4-bromo-3,6-dimethyl-2-(2,4,6-trimethyl-phenoxy)-pyridine in dry THF was added nBuLi and stirred at that temperature for 20 minutes. Excess propionaldehyde was added and stirred for 2 hours at −78° c. The mixture was quenched with water, extracted with ethyl acetate. The organic layer was washed with brine, dried and concentrated. After column chromatography, an off-white solid was obtained, mp. 119-120° C. 1H NMR(CDCl3) d 6.86(s,3H), 4.90(m,1H), 2.281(s,3H), 2.28(s,3H),... Starting materials: FC1=CC=C2C(=NNC2=C1)N1CCNCC1 (6-fluoro-3-(1-piperazinyl)-1H-indazole), C(=O)([O-])[O-].[K+].[K+] (K2CO3), ClCCCOC1=C(C=C(C=C1)C(C)=O)OC (1-[4-(3-chloropropoxy)-3-methoxyphenyl]ethanone), CN(C=O)C (dimethylformamide). The solvent is O (H2O). Reaction conditions: temperature 90 celsius. Product: FC1=CC=C2C(=NNC2=C1)N1CCN(CC1)CCCOC1=C(C=C(C=C1)C(C)=O)OC (1-[4-[3-[4-(6-Fluoro-1H-indazol-3-yl)-1-piperazinyl]propoxy]-3-methoxyphenyl]-ethanone). The yield is 106.6%. RXN SMILES: [F:1][C:2]1[CH:10]=[C:9]2[C:5]([C:6]([N:11]3[CH2:16][CH2:15][NH:14][CH2:13][CH2:12]3)=[N:7][NH:8]2)=[CH:4][CH:3]=1.C([O-])([O-])=O.[K+].[K+].Cl[CH2:24][CH2:25][CH2:26][O:27][C:28]1[CH:33]=[CH:32][C:31]([C:34](=[O:36])[CH3:35])=[CH:30][C:29]=1[O:37][CH3:38].CN(C)C=O>O>[F:1][C:2]1[CH:10]=[C:9]2[C:5]([C:6]([N:11]3[CH2:12][CH2:13][N:14]([CH2:24][CH2:25][CH2:26][O:27][C:28]4[CH:33]=[CH:32][C:31]([C:34](=[O:36])[CH3:35])=[CH:30][C:29]=4[O:37][CH3:38])[CH2:15][CH2:16]3)=[N:7][NH:8]2)=[CH:4][CH:3]=1 |f:1.2.3|. Reported procedure: A stirred mixture of 6-fluoro-3-(1-piperazinyl)-1H-indazole (2.3 g, 100 mmol), K2CO3 (1.5 g), 1-[4-(3-chloropropoxy)-3-methoxyphenyl]ethanone (2.8 g, 11 mmol), several crystals of KI and dimethylformamide (60 ml) was heated at 90° C. for 16 hours. The reaction was poured into H2O, and the aqueous suspension was extracted with ethyl acetate. The ethyl acetate was washed (H2O), dried (MgSO4) and concentrated to afford 5.0 g of a yellow oil. The oil was chromatographed on a Waters Prep 500 utilizin... The reactants are C1CCNCC1, COC(=O)CC(=O)C(C)C, CC(C)C(=O)CC(=O)Nc1ccccc1, Cc1ccccc1, CCCCCC, CCCCCCC, CC(=O)O, O=Cc1ccccc1, NCCC(=O)O, O. Product: CC(C)C(=O)C(=Cc1ccccc1)C(=O)Nc1ccccc1. As a reaction SMILES: [CH2:34]1[CH2:35][CH2:36][NH:37][CH2:38][CH2:39]1.[CH3:16][CH:17]([CH3:18])[C:19](=[O:20])[CH2:21][C:22]([O:23][CH3:24])=[O:25].[CH3:1][CH:2]([C:3]([CH2:4][C:5](=[O:6])[NH:7][c:8]1[cH:9][cH:10][cH:11][cH:12][cH:13]1)=[O:14])[CH3:15].[CH3:46][c:47]1[cH:48][cH:49][cH:50][cH:51][cH:52]1.[CH3:54][CH2:55][CH2:56][CH2:57][CH2:58][CH3:59].[CH3:60][CH2:61][CH2:62][CH2:63][CH2:64][CH2:65][CH3:66].[CH3:67][C:68](=[O:69])[OH:70].[CH:26](=[O:27])[c:28]1[cH:29][cH:30][cH:31][cH:32][cH:33]1.[NH2:40][CH2:41][CH2:42][C:43]([OH:44])=[O:45].[OH2:53]>>[CH3:1][CH:2]([C:3]([C:4]([C:5](=[O:6])[NH:7][c:8]1[cH:9][cH:10][cH:11][cH:12][cH:13]1)=[CH:26][c:28]1[cH:29][cH:30][cH:31][cH:32][cH:33]1)=[O:14])[CH3:15]. The reactants are CCOC(=O)c1ccc(N)c(F)c1, CN(C)c1ccncc1, [Cl-], O=C(O)C(c1c2c(nn1-c1ccc(Cl)cc1)CCCC2)C1CCCCC1, O=S(Cl)Cl. The product is CCOC(=O)c1ccc(NC(=O)C(c2c3c(nn2-c2ccc(Cl)cc2)CCCC3)C2CCCCC2)c(F)c1. Reaction SMILES: [CH2:32]([CH3:33])[O:34][C:35]([c:36]1[cH:37][c:38]([F:43])[c:39]([NH2:42])[cH:40][cH:41]1)=[O:44].[CH3:45][N:46]([c:47]1[cH:48][cH:49][n:50][cH:51][cH:52]1)[CH3:53].[Cl-:27].[Cl:1][c:2]1[cH:3][cH:4][c:5](-[n:8]2[n:9][c:10]3[c:15]([c:16]2[CH:17]([C:18](=[O:19])[OH:20])[CH:21]2[CH2:22][CH2:23][CH2:24][CH2:25][CH2:26]2)[CH2:14][CH2:13][CH2:12][CH2:11]3)[cH:6][cH:7]1.[S:28]([Cl:29])([Cl:30])=[O:31]>>[Cl:1][c:2]1[cH:3][cH:4][c:5](-[n:8]2[n:9][c:10]3[c:15]([c:16]2[CH:17]([C:18](=[O:19])[NH:42][c:39]2[c:38]([F:43])[cH:37][c:36]([C:35]([O:34][CH2:32][CH3:33])=[O:44])[cH:41][cH:40]2)[CH:21]2[CH2:22][CH2:23][CH2:24][CH2:25][CH2:26]2)[CH2:14][CH2:13][CH2:12][CH2:11]3)[cH:6][cH:7]1. Reactants: Cl (HCl), C(OCC)(OCC)=O (diethyl carbonate), [H-].[Na+] (sodium hydride), ClC=1C=C(C=CC1Cl)CC#N (3,4-dichlorophenyl acetonitrile). Solvent: O (H2O), C1(=CC=CC=C1)C (toluene). Run at temperature 80 celsius, time 8 hour. The product is C(#N)C(C(=O)OCC)C1=CC(=C(C=C1)Cl)Cl (ethyl cyano(3,4-dichlorophenyl)acetate). Isolated yield 84.9%. As a reaction SMILES: [C:1](=[O:8])([O:5][CH2:6][CH3:7])OCC.[H-].[Na+].[Cl:11][C:12]1[CH:13]=[C:14]([CH2:19][C:20]#[N:21])[CH:15]=[CH:16][C:17]=1[Cl:18].Cl>C1(C)C=CC=CC=1.O>[C:20]([CH:19]([C:14]1[CH:15]=[CH:16][C:17]([Cl:18])=[C:12]([Cl:11])[CH:13]=1)[C:1]([O:5][CH2:6][CH3:7])=[O:8])#[N:21] |f:1.2|. Procedure details: To a solution of diethyl carbonate (4.1 mL, 33.88 mmol) in toluene (150 mL) at r.t, sodium hydride (1.43 g, 60% in mineral oil, 35.75 mmol) and 3,4-dichlorophenyl acetonitrile (6.34 g, 34.09 mmol) were added. The content was stirred at 80° C. overnight. After cooling to r.t, HCl was added (1 N in H2O, 100 mL). The content was extracted with ethyl acetate (3×). The combined organic layer was washed with water, dried (Na2SO4), filtered and concentrated. The residue was purified by flash column chr...